This data is from the Open Reaction Database (ORD), a public repository of structured organic reaction records. The task is: describe an organic reaction: reactants, conditions, products, and yield Starting materials: O (Water), [Si](C)(C)(C(C)(C)C)OCC=1C=CC=C2C(CCN(C12)CC)=O (8-(t-butyldimethylsilyloxymethyl)-4-oxo-1-ethyl-1,2,3,4-tetrahydroquinoline), O1CCCC1 (tetrahydrofuran), O1CCCC1 (tetrahydrofuran). Reagents/catalysts: [Br-].C[P+](C1=CC=CC=C1)(C1=CC=CC=C1)C1=CC=CC=C1 (methyltriphenyl phosphonium bromide). The solvent is C(CCC)[Li] (n-butyl lithium). Run at temperature -40 celsius. The product is [Si](C)(C)(C(C)(C)C)OCC=1C=CC=C2C(CCN(C12)CC)=C (8-(t-butyldimethylsilyloxymethyl)-4-methylene-1-ethyl-1,2,3,4tetrahydroquinoline). RXN SMILES: [Si:1]([O:8][CH2:9][C:10]1[CH:11]=[CH:12][CH:13]=[C:14]2[C:19]=1[N:18]([CH2:20][CH3:21])[CH2:17][CH2:16][C:15]2=O)([C:4]([CH3:7])([CH3:6])[CH3:5])([CH3:3])[CH3:2].O.O1CCC[CH2:25]1>[Br-].C[P+](C1C=CC=CC=1)(C1C=CC=CC=1)C1C=CC=CC=1.C([Li])CCC>[Si:1]([O:8][CH2:9][C:10]1[CH:11]=[CH:12][CH:13]=[C:14]2[C:19]=1[N:18]([CH2:20][CH3:21])[CH2:17][CH2:16][C:15]2=[CH2:25])([C:4]([CH3:7])([CH3:6])[CH3:5])([CH3:3])[CH3:2] |f:3.4|. Procedure details: To a suspension of methyltriphenyl phosphonium bromide (11.85 g) in tetrahydrofuran (100 ml), n-butyl lithium (10.2 ml) was added dropwise with stirring in nitrogen flow at -40° C. The temperature was raised to -20° C. over 30 minutes, a solution of 8-(t-butyldimethylsilyloxymethyl)-4-oxo-1-ethyl-1,2,3,4-tetrahydroquinoline (3.8 g) in tetrahydrofuran (100 ml) was added dropwise thereto. The temperature was raised gradually to the room temperature, the mixture was stirred for 2.5 hours. Water was... Starting materials: NC1=C(C(=NN1)C)C1=C(C(=CC=C1)OC)OCC1CCN(CC1)C(=O)OC(C)(C)C (1,1-dimethylethyl 4-({[2-(5-amino-3-methyl-1H-pyrazol-4-yl)-6-(methyloxy)phenyl]oxy}methyl}piperidine-1-carboxylate), OC1=CC=C(C=O)C=C1 (4-hydroxybenzaldehyde), C(=O)(C(F)(F)F)O (TFA). Run at temperature 75 celsius, time 15 hour. Yields the product FC(C(=O)O)(F)F.CC1=NNC=2N=C(C=3C=CC(=C(C3C21)OCC2CCNCC2)OC)C2=CC=C(C=C2)O (4-{1-methyl-8-(methyloxy)-9-[(piperidin-4-ylmethyl)oxy]-3H-pyrazolo[3,4-c]isoquinolin-5-yl}phenol trifluoroacetate). Yield: 13.0%. As a reaction SMILES: [NH2:1][C:2]1[NH:6][N:5]=[C:4]([CH3:7])[C:3]=1[C:8]1[CH:13]=[CH:12][CH:11]=[C:10]([O:14][CH3:15])[C:9]=1[O:16][CH2:17][CH:18]1[CH2:23][CH2:22][N:21](C(OC(C)(C)C)=O)[CH2:20][CH2:19]1.[OH:31][C:32]1[CH:39]=[CH:38][C:35]([CH:36]=O)=[CH:34][CH:33]=1.[C:40]([OH:46])([C:42]([F:45])([F:44])[F:43])=[O:41]>>[F:43][C:42]([F:45])([F:44])[C:40]([OH:46])=[O:41].[CH3:7][C:4]1[C:3]2[C:8]3[C:9]([O:16][CH2:17][CH:18]4[CH2:23][CH2:22][NH:21][CH2:20][CH2:19]4)=[C:10]([O:14][CH3:15])[CH:11]=[CH:12][C:13]=3[C:36]([C:35]3[CH:38]=[CH:39][C:32]([OH:31])=[CH:33][CH:34]=3)=[N:1][C:2]=2[NH:6][N:5]=1 |f:3.4|. Reported procedure: To 1,1-dimethylethyl 4-({[2-(5-amino-3-methyl-1H-pyrazol-4-yl)-6-(methyloxy)phenyl]oxy}methyl}piperidine-1-carboxylate (397 mg, 0.95 mmol) was added 4-hydroxybenzaldehyde (174 mg, 1.4 mmol) and TFA (5 mL). The mixture was heated to 75° C. and stirred for 15 h. After cooling to rt, the volatile materials were removed in vacuo. The resulting residue was dissolved in a 1:1 mixture of water:acetonitrile and purified by preparative HPLC. The fractions containing the desired product were concentrated ... Starting materials: C1(=CC=CC=C1)C1=CC=C2CCC(=CC2=C1)C(=O)NC1=CC=C(C=C1)CN1CCCCC1 (7-phenyl-N-[4-(piperidinomethyl)phenyl]-3,4-dihydronaphthalene-2-carboxamide), CI (methyl iodide). Solvent: CN(C)C=O (DMF). Reaction conditions: time 60 hour. Product: [I-].C[N+]1(CCCCC1)CC1=CC=C(C=C1)NC(=O)C1=CC2=CC(=CC=C2CC1)C1=CC=CC=C1 (1-methyl-1-[4-(7-phenyl-3,4-dihydro-naphthalene-2-carboxamido)benzyl]piperidinium iodide). Reaction SMILES: [C:1]1([C:7]2[CH:16]=[C:15]3[C:10]([CH2:11][CH2:12][C:13]([C:17]([NH:19][C:20]4[CH:25]=[CH:24][C:23]([CH2:26][N:27]5[CH2:32][CH2:31][CH2:30][CH2:29][CH2:28]5)=[CH:22][CH:21]=4)=[O:18])=[CH:14]3)=[CH:9][CH:8]=2)[CH:6]=[CH:5][CH:4]=[CH:3][CH:2]=1.[CH3:33][I:34]>CN(C=O)C>[I-:34].[CH3:33][N+:27]1([CH2:26][C:23]2[CH:22]=[CH:21][C:20]([NH:19][C:17]([C:13]3[CH2:12][CH2:11][C:10]4[C:15](=[CH:16][C:7]([C:1]5[CH:6]=[CH:5][CH:4]=[CH:3][CH:2]=5)=[CH:8][CH:9]=4)[CH:14]=3)=[O:18])=[CH:25][CH:24]=2)[CH2:32][CH2:31][CH2:30][CH2:29][CH2:28]1 |f:3.4|. Procedure details: In DMF (3 ml) was dissolved 7-phenyl-N-[4-(piperidinomethyl)phenyl]-3,4-dihydronaphthalene-2-carboxamide (240 mg), and to the mixture was added methyl iodide (106 μl). The mixture was stirred at room temperature for 60 hours and concentrated under reduced pressure. The residue was recrystallized from ethyl acetate to give 1-methyl-1-[4-(7-phenyl-3,4-dihydro-naphthalene-2-carboxamido)benzyl]piperidinium iodide (Compound 5) (247 mg) as colorless crystals. Reactants: COC([C@@H](NC(CN(CC1=CC=CC2=CC=CC=C12)C[C@H]([C@H](CC)C)NC(CSCC1=CC=C(C=C1)[N+](=O)[O-])=O)=O)CCSC)=O (N-{2(S)-[(4-Nitrobenzylthio)acetamido]-3(S)-methylpentyl}-N-(1-naphthylmethyl)-glycyl-methionine methyl ester), [OH-].[Na+] (NaOH). Solvent: CO (MeOH). Conditions: temperature 45 celsius, time 45 minute. Product: [N+](=O)([O-])C1=CC=C(CSCC(=O)N[C@H](CN(CC(=O)N[C@@H](CCSC)C(=O)O)CC2=CC=CC3=CC=CC=C23)[C@H](CC)C)C=C1 (N-{2(S)-[(4-Nitrobenzylthio)acetamido]-3(S)-methylpentyl}-N-(1-naphthylmethyl)-glycyl-methionine). As a reaction SMILES: C[O:2][C:3](=[O:46])[C@H:4]([CH2:42][CH2:43][S:44][CH3:45])[NH:5][C:6](=[O:41])[CH2:7][N:8]([CH2:20][C@@H:21]([NH:26][C:27](=[O:40])[CH2:28][S:29][CH2:30][C:31]1[CH:36]=[CH:35][C:34]([N+:37]([O-:39])=[O:38])=[CH:33][CH:32]=1)[C@@H:22]([CH3:25])[CH2:23][CH3:24])[CH2:9][C:10]1[C:19]2[C:14](=[CH:15][CH:16]=[CH:17][CH:18]=2)[CH:13]=[CH:12][CH:11]=1.[OH-].[Na+]>CO>[N+:37]([C:34]1[CH:33]=[CH:32][C:31]([CH2:30][S:29][CH2:28][C:27]([NH:26][C@@H:21]([C@@H:22]([CH3:25])[CH2:23][CH3:24])[CH2:20][N:8]([CH2:9][C:10]2[C:19]3[C:14](=[CH:15][CH:16]=[CH:17][CH:18]=3)[CH:13]=[CH:12][CH:11]=2)[CH2:7][C:6]([NH:5][C@H:4]([C:3]([OH:46])=[O:2])[CH2:42][CH2:43][S:44][CH3:45])=[O:41])=[O:40])=[CH:36][CH:35]=1)([O-:39])=[O:38] |f:1.2|. Procedure details: N-{2(S)-[(4-Nitrobenzylthio)acetamido]-3(S)-methylpentyl}-N-(1-naphthylmethyl)-glycyl-methionine methyl ester (from Example 1; 100 mg, 150 μmol) was dissolved in MeOH (1 mL) and 1.0N NaOH (300 μL, 300 μmol) was added. The mixture was stirred at 45° C. under argon for 45 minutes then the solution was partitioned between EtOAc (100 mL) and 5% citric acid (50 mL). The organic layer was washed with H2O (2×50 mL), dried (MgSO4), filtered and evaporated to give the title compound. 1H NMR; δ0.84 (t, 3H... Starting materials: CN(C)c1cc(NC(=O)OC(C)(C)C)c(N)cc1C(F)(F)F, CC(C)(C)OC(=O)CC(=O)c1cccc(-n2nncc2COC2CCCCO2)c1. Product: CN(C)c1cc(NC(=O)OC(C)(C)C)c(NC(=O)CC(=O)c2cccc(-n3nncc3COC3CCCCO3)c2)cc1C(F)(F)F. Reaction SMILES: [C:1]([CH3:2])([CH3:3])([CH3:4])[O:5][C:6]([NH:7][c:8]1[c:9]([NH2:21])[cH:10][c:11]([C:17]([F:18])([F:19])[F:20])[c:12]([N:14]([CH3:15])[CH3:16])[cH:13]1)=[O:22].[C:23]([CH3:25])([CH3:26])([O:27][C:28](=[O:24])[CH2:29][C:30]([c:31]1[cH:32][c:33](-[n:37]2[n:38][n:39][cH:40][c:41]2[CH2:42][O:43][CH:44]2[O:45][CH2:46][CH2:47][CH2:48][CH2:49]2)[cH:34][cH:35][cH:36]1)=[O:50])[CH3:51]>>[C:1]([CH3:2])([CH3:3])([CH3:4])[O:5][C:6]([NH:7][c:8]1[c:9]([NH:21][C:28](=[O:27])[CH2:29][C:30]([c:31]2[cH:32][c:33](-[n:37]3[n:38][n:39][cH:40][c:41]3[CH2:42][O:43][CH:44]3[O:45][CH2:46][CH2:47][CH2:48][CH2:49]3)[cH:34][cH:35][cH:36]2)=[O:50])[cH:10][c:11]([C:17]([F:18])([F:19])[F:20])[c:12]([N:14]([CH3:15])[CH3:16])[cH:13]1)=[O:22]. Starting materials: C(C)(=O)OCC (Ethyl acetate), C(=O)(OC(C)(C)C)N1[C@H](CN(CC1)C1=NC(=CN=C1)Cl)CC1=CC=CC=C1 (2-[(S)-4-Boc-3-benzylpiperazinyl]-6-chloropyrazine), CC1=NN(C2=CC=C(C=C12)B1OC(C)(C)C(C)(C)O1)COC(C)[Si](C)(C)C ([3-methyl-1-(trimethylsilyl)ethoxymethy-1H-indazol-5-yl]boronic acid pinacol ester), C([O-])([O-])=O.[Na+].[Na+] (sodium carbonate). The reagents and catalysts are C1=CC=C(C=C1)P([C-]2C=CC=C2)C3=CC=CC=C3.C1=CC=C(C=C1)P([C-]2C=CC=C2)C3=CC=CC=C3.Cl[Pd]Cl.[Fe+2] (Pd(dppf)Cl2). Run in COCCOC (1,2-dimethoxyethane). Reaction conditions: temperature 140 celsius. Yields the product C(=O)(OC(C)(C)C)N1[C@H](CN(CC1)C1=NC(=CN=C1)C=1C=C2C(=NN(C2=CC1)COC(C)[Si](C)(C)C)C)CC1=CC=CC=C1 (2-[(S)-4-Boc-3-benzylpiperazinyl]-6-[3-methyl-1-(trimethylsilyl)ethoxymethyl-1H-indazol-5-yl]pyrazine). The yield is 72.5%. RXN SMILES: [C:1]([N:8]1[CH2:13][CH2:12][N:11]([C:14]2[CH:19]=[N:18][CH:17]=[C:16](Cl)[N:15]=2)[CH2:10][C@@H:9]1[CH2:21][C:22]1[CH:27]=[CH:26][CH:25]=[CH:24][CH:23]=1)([O:3][C:4]([CH3:7])([CH3:6])[CH3:5])=[O:2].[CH3:28][C:29]1[C:37]2[C:32](=[CH:33][CH:34]=[C:35](B3OC(C)(C)C(C)(C)O3)[CH:36]=2)[N:31]([CH2:47][O:48][CH:49]([Si:51]([CH3:54])([CH3:53])[CH3:52])[CH3:50])[N:30]=1.C(=O)([O-])[O-].[Na+].[Na+].C(OCC)(=O)C>COCCOC.C1C=CC(P(C2C=CC=CC=2)[C-]2C=CC=C2)=CC=1.C1C=CC(P(C2C=CC=CC=2)[C-]2C=CC=C2)=CC=1.Cl[Pd]Cl.[Fe+2]>[C:1]([N:8]1[CH2:13][CH2:12][N:11]([C:14]2[CH:19]=[N:18][CH:17]=[C:16]([C:35]3[CH:36]=[C:37]4[C:32](=[CH:33][CH:34]=3)[N:31]([CH2:47][O:48][CH:49]([Si:51]([CH3:52])([CH3:54])[CH3:53])[CH3:50])[N:30]=[C:29]4[CH3:28])[N:15]=2)[CH2:10][C@@H:9]1[CH2:21][C:22]1[CH:27]=[CH:26][CH:25]=[CH:24][CH:23]=1)([O:3][C:4]([CH3:7])([CH3:6])[CH3:5])=[O:2] |f:2.3.4,7.8.9.10|. Procedure: To a solution of 2-[(S)-4-Boc-3-benzylpiperazinyl]-6-chloropyrazine 115 (0.10 g, 0.258 mmol) and [3-methyl-1-(trimethylsilyl)ethoxymethy-1H-indazol-5-yl]boronic acid pinacol ester 117 (0.10 g, 0.258 mmol) in 1,2-dimethoxyethane (5 mL) was added saturated sodium carbonate solution (0.5 mL) and Pd(dppf)Cl2 (0.019 g, 0.026 mmol). The reaction mixture was heated in a microwave reactor at 140° C. for 15 minutes. Ethyl acetate (100 mL) was added. The organic layer was washed with water and brine. The ... Run in ClCCl (dichloromethane). Reported procedure: The title compound was prepared from 3,4-dichlorobenzyl-4-piperidone (J. Med. Chem, 1999, 42, 3629; 100 mg), 2-[4(trifluoromethoxy)phenoxy]acetohydrazide (100 mg), sodium triacetoxyborohydride (100 mg), and 0.02 ml acetic acid, stirred together for 2 hours in dichloromethane by the method of Example 369 step ii. MS [M+H]+ (ES+) 492 1H NMR: (CDCl3) δ 1.4-1.6 (3H, m) 1.7 (2H, m), 2.0 (2H, m) 2.7-2.9 (2H, m), 3.4 (2H, m), 4.4 (3H, m), 5.3 (1H, s) 6.9 (2H, m), 7.2-7.5 (4H, m), 7.8 (1H, d). RXN SMILES: [Cl:1][C:2]1[CH:3]=[C:4]([CH:13]=[CH:14][C:15]=1[Cl:16])[CH2:5][N:6]1[CH2:11][CH2:10][C:9](=O)[CH2:8][CH2:7]1.[F:17][C:18]([F:33])([F:32])[O:19][C:20]1[CH:31]=[CH:30][C:23]([O:24][CH2:25][C:26]([NH:28][NH2:29])=[O:27])=[CH:22][CH:21]=1.C(O[BH-](OC(=O)C)OC(=O)C)(=O)C.[Na+].C(O)(=O)C>ClCCl>[Cl:1][C:2]1[CH:3]=[C:4]([CH:13]=[CH:14][C:15]=1[Cl:16])[CH2:5][N:6]1[CH2:11][CH2:10][CH:9]([NH:29][NH:28][C:26](=[O:27])[CH2:25][O:24][C:23]2[CH:22]=[CH:21][C:20]([O:19][C:18]([F:17])([F:33])[F:32])=[CH:31][CH:30]=2)[CH2:8][CH2:7]1 |f:2.3|. Yields the product ClC=1C=C(CN2CCC(CC2)NNC(COC2=CC=C(C=C2)OC(F)(F)F)=O)C=CC1Cl (N′-[1-(3,4-dichlorobenzyl)-4-piperidinyl]-2-[4-(trifluoromethoxy)phenoxy]acetohydrazide). The reactants are 492, ClC=1C=C(CN2CCC(CC2)=O)C=CC1Cl (3,4-dichlorobenzyl-4-piperidone), FC(OC1=CC=C(OCC(=O)NN)C=C1)(F)F (2-[4(trifluoromethoxy)phenoxy]acetohydrazide), C(C)(=O)O[BH-](OC(C)=O)OC(C)=O.[Na+] (sodium triacetoxyborohydride), C(C)(=O)O (acetic acid).